This data is from the Open Reaction Database (ORD), a public repository of structured organic reaction records. The task is: describe an organic reaction: reactants, conditions, products, and yield Starting materials: COC1=CC(=C(N)C=C1)[N+](=O)[O-] (4-methoxy-2-nitroaniline), ClC(=O)OCC (ethyl chloroformate), ice water. Run in N1=CC=CC=C1 (pyridine). Yields the product C(C)OC(NC1=C(C=C(C=C1)OC)[N+](=O)[O-])=O ((4-methoxy-2-nitrophenyl)carbamic Acid Ethyl Ester). As a reaction SMILES: [CH3:1][O:2][C:3]1[CH:9]=[CH:8][C:6]([NH2:7])=[C:5]([N+:10]([O-:12])=[O:11])[CH:4]=1.Cl[C:14]([O:16][CH2:17][CH3:18])=[O:15]>N1C=CC=CC=1>[CH2:17]([O:16][C:14](=[O:15])[NH:7][C:6]1[CH:8]=[CH:9][C:3]([O:2][CH3:1])=[CH:4][C:5]=1[N+:10]([O-:12])=[O:11])[CH3:18]. Reported procedure: To a cooled solution of 4-methoxy-2-nitroaniline (25 g; 0.15 mol) in pyridine (370 ml), ethyl chloroformate (17.8 ml; 0.18 mol) was added dropwise. The mixture was refluxed for 10 hours, then cooled and poured into ice-water. The precipitated solid was collected and purified by flash chromatography (silica gel, eluent: hexane/diethyl ether 85:15) to yield the title compound as a yellow solid. 7.3 g; m.p. 56-57° C. RXN SMILES: [CH2:1]([CH3:2])[O:3][CH2:4][CH2:5][CH2:6][NH:7][C:8]([CH:9]([CH2:10][CH:11]([CH3:12])[CH3:13])[NH:14][c:15]1[n:16][c:17]([Cl:25])[n:18][c:19]([CH2:21][CH2:22][CH2:23][CH3:24])[cH:20]1)=[O:26].[CH3:53][S:54]([CH3:55])=[O:56].[CH3:57][CH2:58][O:59][C:60](=[O:61])[CH3:62].[CH:44]([N:45]([CH2:46][CH3:47])[CH:48]([CH3:49])[CH3:50])([CH3:51])[CH3:52].[ClH:27].[ClH:28].[O:29]1[CH2:30][O:31][c:32]2[c:33]1[cH:34][cH:35][c:36]([N:38]1[CH2:39][CH2:40][NH:41][CH2:42][CH2:43]1)[cH:37]2>>[CH2:1]([CH3:2])[O:3][CH2:4][CH2:5][CH2:6][NH:7][C:8]([CH:9]([CH2:10][CH:11]([CH3:12])[CH3:13])[NH:14][c:15]1[n:16][c:17]([N:41]2[CH2:40][CH2:39][N:38]([c:36]3[cH:35][cH:34][c:33]4[c:32]([cH:37]3)[O:31][CH2:30][O:29]4)[CH2:43][CH2:42]2)[n:18][c:19]([CH2:21][CH2:22][CH2:23][CH3:24])[cH:20]1)=[O:26]. Starting materials: CCCCc1cc(NC(CC(C)C)C(=O)NCCCOCC)nc(Cl)n1, CS(C)=O, CCOC(C)=O, CCN(C(C)C)C(C)C, Cl, Cl, c1cc2c(cc1N1CCNCC1)OCO2. Yields the product CCCCc1cc(NC(CC(C)C)C(=O)NCCCOCC)nc(N2CCN(c3ccc4c(c3)OCO4)CC2)n1. Starting materials: CC=1C=C(C=CC1)C1=CN=C(O1)NC=1C=CC=C2CCC(CC12)=O (8-{[5-(3-methylphenyl)-1,3-oxazol-2-yl]amino}-3,4-dihydronaphthalen-2(1H)-one), FC(C1=CC=C(C=C1)C1=CN=C(O1)NC=1C=CC=C2CCC(CC12)=O)(F)F (8-({5-[4-(trifluoromethyl)phenyl]-1,3-oxazol-2-yl}amino)-3,4-dihydronaphthalen-2(1H)-one). Yields the product CC=1C=C(C=CC1)C1=CN=C(O1)NC=1C=CC=C2CCC(CC12)O (8-{[5-(3-methylphenyl)-1,3-oxazol-2-yl]amino}-1,2,3,4-tetrahydronaphthalen-2-ol). As a reaction SMILES: [CH3:1][C:2]1[CH:3]=[C:4]([C:8]2[O:12][C:11]([NH:13][C:14]3[CH:15]=[CH:16][CH:17]=[C:18]4[C:23]=3[CH2:22][C:21](=[O:24])[CH2:20][CH2:19]4)=[N:10][CH:9]=2)[CH:5]=[CH:6][CH:7]=1.FC(F)(F)C1C=CC(C2OC(NC3C=CC=C4C=3CC(=O)CC4)=NC=2)=CC=1>>[CH3:1][C:2]1[CH:3]=[C:4]([C:8]2[O:12][C:11]([NH:13][C:14]3[CH:15]=[CH:16][CH:17]=[C:18]4[C:23]=3[CH2:22][CH:21]([OH:24])[CH2:20][CH2:19]4)=[N:10][CH:9]=2)[CH:5]=[CH:6][CH:7]=1. Procedure: The title compound was prepared using the procedure as described in Example 2, substituting the product of Example 15C for the product of Example 1I. 1H NMR (DMSO-d6) δ 9.08 (s, 1H), 7.58 (d, 1H, J=7.3 Hz), 7.26-7.39 (m, 4H), 7.04-7.12 (m, 2H), 6.83 (d, 1H, J=7.2 Hz), 4.81 (d, 1H, J=4.1 Hz), 3.93 (m, 1H), 2.73-2.97 (m, 4H), 2.33 (s, 3H), 1.86 (m, 1H), 1.61 (m, 1H); MS (ESI+) m/z 321 (M+H). The reactants are N1(CCCCC1)C(=O)C1=CC=C(C=C1)C1=CC=C(C=C1)OCCCN1CCCCC1 (1-(3-{[4′-(piperidinocarbonyl)biphenyl-4-yl]oxy}propyl)-piperidine), [H-].[Al+3].[Li+].[H-].[H-].[H-] (lithium aluminium hydride), O (water), aqueous solution, [OH-].[Na+] (sodium hydroxide), O (water). Solvent: O1CCCC1 (tetrahydrofuran). Run at time 3 hour. Yields the product N1(CCCCC1)CC1=CC=C(C=C1)C1=CC=C(C=C1)OCCCN1CCCCC1 (1-(3-{[4′-(piperidinomethyl)biphenyl-4-yl]oxy}propyl)piperidine). The yield is 25.9%. As a reaction SMILES: [N:1]1([C:7]([C:9]2[CH:14]=[CH:13][C:12]([C:15]3[CH:20]=[CH:19][C:18]([O:21][CH2:22][CH2:23][CH2:24][N:25]4[CH2:30][CH2:29][CH2:28][CH2:27][CH2:26]4)=[CH:17][CH:16]=3)=[CH:11][CH:10]=2)=O)[CH2:6][CH2:5][CH2:4][CH2:3][CH2:2]1.[H-].[Al+3].[Li+].[H-].[H-].[H-].O.[OH-].[Na+]>O1CCCC1>[N:1]1([CH2:7][C:9]2[CH:10]=[CH:11][C:12]([C:15]3[CH:20]=[CH:19][C:18]([O:21][CH2:22][CH2:23][CH2:24][N:25]4[CH2:26][CH2:27][CH2:28][CH2:29][CH2:30]4)=[CH:17][CH:16]=3)=[CH:13][CH:14]=2)[CH2:2][CH2:3][CH2:4][CH2:5][CH2:6]1 |f:1.2.3.4.5.6,8.9|. Reported procedure: To a solution of 1-(3-{[4′-(piperidinocarbonyl)biphenyl-4-yl]oxy}propyl)-piperidine (500 mg) in tetrahydrofuran (20 mL) is added lithium aluminium hydride (105 mg). The suspension is stirred at room temperature for three hours, then hydrolysed through the successive addition of water (110 μL), 15% aqueous solution of sodium hydroxide (110 μL) and water (330 μL). The mixture is stirred for an half hour and filtrated. The filtrate is dried over magnesium sulfate and concentrated under reduced pres...